Dataset: the Open Reaction Database (ORD), a public repository of structured organic reaction records. Task: describe an organic reaction: reactants, conditions, products, and yield Starting materials: OC=1C=C2CCCC(C2=CC1)=O (6-hydroxy-1-tetralone), OC=1C=C(C=O)C=CC1 (3-hydroxybenzaldehyde), Cl (hydrochloric acid), CO (methanol). Run in O (water). The product is OC=1C=C(C=CC1)C=C1C(C2=CC=C(C=C2CC1)O)=O (2-[(3-hydroxyphenyl)methylene]-6-hydroxy-1-tetralone). The yield is 56.0%. As a reaction SMILES: [OH:1][C:2]1[CH:3]=[C:4]2[C:9](=[CH:10][CH:11]=1)[C:8](=[O:12])[CH2:7][CH2:6][CH2:5]2.[OH:13][C:14]1[CH:15]=[C:16]([CH:19]=[CH:20][CH:21]=1)[CH:17]=O.Cl.CO>O>[OH:13][C:14]1[CH:15]=[C:16]([CH:17]=[C:7]2[CH2:6][CH2:5][C:4]3[C:9](=[CH:10][CH:11]=[C:2]([OH:1])[CH:3]=3)[C:8]2=[O:12])[CH:19]=[CH:20][CH:21]=1. Procedure: After 6-hydroxy-1-tetralone 1.0 g and 3-hydroxybenzaldehyde 0.903 g were added to a mixture of concentrated hydrochloric acid 50 ml and methanol 75 ml, the mixture was refluxed for one hour and cooled to room temperature, and water 400 ml was added. The precipitated crystals were filtered. The crystals were dried over phosphorous pentoxide for six hours under reduced pressure to obtain the desired compound 0.92 g. The reactants are C(C)(=O)[O-].[Na+] (sodium acetate), ClC=1C=C(C=CC1)SCC(C=O)C (3-(3-chlorophenylthio)-2-methylpropanal), Cl (hydrochloric acid), C(CC(=O)C)(=O)OC (methyl acetoacetate), Cl (hydrochloric acid), [OH-].[Na+] (sodium hydroxide). Reagents/catalysts: [Br-].C(CCC)[N+](CCCC)(CCCC)CCCC (tetrabutylammonium bromide). The solvent is C1(=CC=CC=C1)C (toluene), O (water). Conditions: time 3 hour. Yields the product ClC=1C=C(C=CC1)SCC(C(CC(C)=O)O)C (6-(3-chlorophenylthio)-4-hydroxy-5-methyl-2-hexanone). Yield: 46.5%. Reaction SMILES: C(OC)(=O)[CH2:2][C:3]([CH3:5])=[O:4].[OH-].[Na+].Cl.C([O-])(=O)C.[Na+].[Cl:17][C:18]1[CH:19]=[C:20]([S:24][CH2:25][CH:26]([CH3:29])[CH:27]=[O:28])[CH:21]=[CH:22][CH:23]=1>O.[Br-].C([N+](CCCC)(CCCC)CCCC)CCC.C1(C)C=CC=CC=1>[Cl:17][C:18]1[CH:19]=[C:20]([S:24][CH2:25][CH:26]([CH3:29])[CH:27]([OH:28])[CH2:2][C:3](=[O:4])[CH3:5])[CH:21]=[CH:22][CH:23]=1 |f:1.2,4.5,8.9|. Procedure: 9.86 Grams of methyl acetoacetate were dissolved in 15 ml of water, and 12.67 g of a 30% aqueous sodium hydroxide solution were added thereto by drops while cooling the mixture to 25° C. or less. After having been stirred at 30°-35° C. for 3 hours, the mixture was adjusted to pH 7.0 with a concentrated aqueous hydrochloric acid solution. Thereafter, 0.49 g of sodium acetate and 2.42 g of tetrabutylammonium bromide were added thereto and then an additional concentrated aqueous hydrochloric acid s... The reactants are CS(=O)(=O)OCCC1=C(C=C(C(=C1)OC)C#N)Cl (2-(2-chloro-4-cyano-5-methoxyphenyl)ethyl methanesulfonate), C1CCC2=NCCCN2CC1 (DBU), ethyl acetate hexanes. Run in C(Cl)Cl (DCM), C(CC(O)(C(=O)O)CC(=O)O)(=O)O (citric acid), C(Cl)Cl (DCM). Run at temperature 50 celsius, time 3 hour. Yields the product ClC1=C(C=C(C(=C1)C#N)OC)C=C ((2-Chloro-4-cyano-5-methoxyphenyl)ethylene). As a reaction SMILES: CS(O[CH2:6][CH2:7][C:8]1[CH:13]=[C:12]([O:14][CH3:15])[C:11]([C:16]#[N:17])=[CH:10][C:9]=1[Cl:18])(=O)=O.C1CCN2C(=NCCC2)CC1>C(Cl)Cl.C(O)(=O)CC(CC(O)=O)(C(O)=O)O>[Cl:18][C:9]1[CH:10]=[C:11]([C:16]#[N:17])[C:12]([O:14][CH3:15])=[CH:13][C:8]=1[CH:7]=[CH2:6]. Procedure details: A solution of 2-(2-chloro-4-cyano-5-methoxyphenyl)ethyl methanesulfonate (274 mg, 0.945 mmol) in DCM (4 mL) was treated with DBU (0.712 mL, 4.73 mmol) and stirred for 3 hours at 50° C., then at RT for 12 hours. TLC (50% ethyl acetate/hexanes) showed complete conversion to a faster intense UV band for the product. The reaction was then diluted with DCM and aq. citric acid and the mixture was extracted twice with DCM. The organic layers were washed with brine, dried over sodium sulfate and concent... Starting materials: Cl.NN1CC2=CC=CC(=C2C1)F (2-amino-4-fluoro-isoindoline hydrochloride), C(C)(=O)N1C(NCC1)=O (1-acetyl-imidazolin-2-one). Solvent: O=P(Cl)(Cl)Cl (phosphorus oxytrichloride). The product is FC1=C2CN(CC2=CC=C1)NC=1NCCN1 (4-fluoro-2-(2-imidazolin-2-ylamino)-isoindoline). Isolated yield 89.3%. RXN SMILES: Cl.[NH2:2][N:3]1[CH2:11][C:10]2[C:5](=[CH:6][CH:7]=[CH:8][C:9]=2[F:12])[CH2:4]1.C([N:16]1[CH2:20][CH2:19][NH:18][C:17]1=O)(=O)C>O=P(Cl)(Cl)Cl>[F:12][C:9]1[CH:8]=[CH:7][CH:6]=[C:5]2[C:10]=1[CH2:11][N:3]([NH:2][C:17]1[NH:18][CH2:19][CH2:20][N:16]=1)[CH2:4]2 |f:0.1|. Procedure: 6.0 g (0.03 mol) of 2-amino-4-fluoro-isoindoline hydrochloride and 4.5 g (0.035 mol) of 1-acetyl-imidazolin-2-one are heated at 100° C. in 70 ml of phosphorus oxytrichloride for 4 hours. After removal of the POCl3 in vacuo, the residue is dissolved in 100 ml of ethanol and the solution is heated at the boiling point for 3 hours. The solvent is distilled off, 5N NaOH is added to the residue and the crude base is extracted with methylene chloride. Recrystallization from toluene gives 5.9 g of 4-fl... Starting materials: C(C)(=O)N1C[C@H]2[C@@H](C3=CC=C(C(=C13)C(=O)OC)NC(C(C)(C)C)=O)CCO2 (methyl cis-(3aRS,9bRS)-5-acetyl-7-(2,2-dimethylpropionylamino)-1,2,3a,4,5,9b-hexahydro-furo[2,3-c]quinoline-6-carboxylate), C(C)(=O)N1C[C@H]2[C@@H](C3=CC=C(C(=C13)C(=O)OC)NC(C(C)(C)C)=O)CCO2 (methyl cis-(3aRS,9bRS)-5-acetyl-7-(2,2-dimethylpropionylamino)-1,2,3a,4,5,9b-hexahydro-furo[2,3-c]quinoline-6-carboxylate). Reagents/catalysts: S(O)(O)(=O)=O (sulfuric acid). Solvent: CO (methanol). Yields the product C(C)(=O)N1C[C@H]2[C@@H](C3=CC=C(C(=C13)C(=O)OC)N)CCO2 (methyl cis-(3aRS,9bRS)-5-acetyl-7-amino-1,2,3a,4,5,9b-hexahydrofuro[2,3-c]quinoline-6-carboxylate). Yield: 77.4%. Reaction SMILES: [C:1]([N:4]1[C:13]2[C:8](=[CH:9][CH:10]=[C:11]([NH:18]C(=O)C(C)(C)C)[C:12]=2[C:14]([O:16][CH3:17])=[O:15])[C@H:7]2[CH2:25][CH2:26][O:27][C@H:6]2[CH2:5]1)(=[O:3])[CH3:2]>S(=O)(=O)(O)O.CO>[C:1]([N:4]1[C:13]2[C:8](=[CH:9][CH:10]=[C:11]([NH2:18])[C:12]=2[C:14]([O:16][CH3:17])=[O:15])[C@H:7]2[CH2:25][CH2:26][O:27][C@H:6]2[CH2:5]1)(=[O:3])[CH3:2]. Procedure details: Concentrated sulfuric acid (5 drops) was added to a solution of methyl cis-(3aRS,9bRS)-5-acetyl-7-(2,2-dimethylpropionylamino)-1,2,3a,4,5,9b-hexahydro-furo[2,3-c]quinoline-6-carboxylate (Intermediate 30, 0.15 g) in methanol (5 mL) and the solution was stirred and heated at reflux for 48 hours. After cooling, the mixture was evaporated to low volume and the residue was dissolved in ethyl acetate and carefully washed with saturated aqueous sodium bicarbonate solution. The organic layer was filtere...